This data is from the Open Reaction Database (ORD), a public repository of structured organic reaction records. The task is: describe an organic reaction: reactants, conditions, products, and yield Procedure: To a solution of cis-4-[(3,5-bis-trifluoromethyl-benzyl)-methoxycarbonyl-amino]-6,7-bis-bromomethyl-2-methyl-3,4-dihydro-2H-quinoline-1-carboxylic acid ethyl ester (Example 27B) (50 mg, 0.71 mmol) in 0.25 ml benzene was added benzyl tri-n-butylammonium chloride (23 mg, 0.71 mmol) and 30% NaOH (28 μl). The reaction mixture was heated to 80° C. for 4 hours. The mixture was diluted with 0.75 ml ethyl acetate. The organic layer was separated and the aqueous phase was extracted with ethyl acetate (2×... Product: C(C)OC(=O)N1[C@H](C[C@H](C2=CC3=C(C=C12)COC3)N(C(=O)OC)CC3=CC(=CC(=C3)C(F)(F)F)C(F)(F)F)C (cis4-[(3,5-Bis-trifluoromethyl-benzyl)-methoxycarbonyl-amino]-2-methyl-3,4,6,8-tetrahydro-2H-furo[3,4-g]quinoline-1-carboxylic acid ethyl ester). Reaction conditions: temperature 80 celsius. The reagents and catalysts are [Cl-].C(C1=CC=CC=C1)[N+](CCCC)(CCCC)CCCC (benzyl tri-n-butylammonium chloride). Isolated yield 25.0%. Solvent: C1=CC=CC=C1 (benzene), C(C)(=O)OCC (ethyl acetate). As a reaction SMILES: [CH2:1]([O:3][C:4]([N:6]1[C:15]2[C:10](=[CH:11][C:12]([CH2:18]Br)=[C:13]([CH2:16]Br)[CH:14]=2)[C@H:9]([N:20]([CH2:25][C:26]2[CH:31]=[C:30]([C:32]([F:35])([F:34])[F:33])[CH:29]=[C:28]([C:36]([F:39])([F:38])[F:37])[CH:27]=2)[C:21]([O:23][CH3:24])=[O:22])[CH2:8][C@@H:7]1[CH3:40])=[O:5])[CH3:2].[OH-:41].[Na+]>C1C=CC=CC=1.[Cl-].C([N+](CCCC)(CCCC)CCCC)C1C=CC=CC=1.C(OCC)(=O)C>[CH2:1]([O:3][C:4]([N:6]1[C:15]2[C:10](=[CH:11][C:12]3[CH2:18][O:41][CH2:16][C:13]=3[CH:14]=2)[C@H:9]([N:20]([CH2:25][C:26]2[CH:31]=[C:30]([C:32]([F:35])([F:34])[F:33])[CH:29]=[C:28]([C:36]([F:39])([F:38])[F:37])[CH:27]=2)[C:21]([O:23][CH3:24])=[O:22])[CH2:8][C@@H:7]1[CH3:40])=[O:5])[CH3:2] |f:1.2,4.5|. Starting materials: C(C)OC(=O)N1[C@H](C[C@H](C2=CC(=C(C=C12)CBr)CBr)N(C(=O)OC)CC1=CC(=CC(=C1)C(F)(F)F)C(F)(F)F)C (cis4-[(3,5-Bis-trifluoromethyl-benzyl)-methoxycarbonyl-amino]-6,7-bis-bromomethyl-2-methyl-3,4-dihydro-2H-quinoline-1-carboxylic acid ethyl ester), [OH-].[Na+] (NaOH). RXN SMILES: [C:1]([CH3:2])([CH3:3])([CH3:4])[c:5]1[cH:6][c:7]([NH:10][C:11]([NH:12][c:13]2[cH:14][c:15]([O:16][c:17]3[n:18][cH:19][n:20][c:21]4[cH:22][c:23]([O:29][CH:30]5[CH2:31][N:32]([C:35]([O:36][C:37]([CH3:38])([CH3:39])[CH3:40])=[O:41])[CH2:33][CH2:34]5)[c:24]([O:27][CH3:28])[cH:25][c:26]34)[cH:42][cH:43][cH:44]2)=[O:45])[n:8][o:9]1.[CH2:50]1[O:51][CH2:52][CH2:53][O:54][CH2:55]1.[Cl:47][CH2:48][Cl:49].[ClH:46]>>[C:1]([CH3:2])([CH3:3])([CH3:4])[c:5]1[cH:6][c:7]([NH:10][C:11]([NH:12][c:13]2[cH:14][c:15]([O:16][c:17]3[n:18][cH:19][n:20][c:21]4[cH:22][c:23]([O:29][CH:30]5[CH2:31][NH:32][CH2:33][CH2:34]5)[c:24]([O:27][CH3:28])[cH:25][c:26]34)[cH:42][cH:43][cH:44]2)=[O:45])[n:8][o:9]1. The product is COc1cc2c(Oc3cccc(NC(=O)Nc4cc(C(C)(C)C)on4)c3)ncnc2cc1OC1CCNC1. The reactants are COc1cc2c(Oc3cccc(NC(=O)Nc4cc(C(C)(C)C)on4)c3)ncnc2cc1OC1CCN(C(=O)OC(C)(C)C)C1, C1COCCO1, ClCCl, Cl. Starting materials: BrC=1C=C2C(=C(C=NC2=CC1)C(CCC)=O)Cl (1-(6-bromo-4-chloroquinolin-3-yl)butan-1-one), CN(C)C[C@@H]1CC[C@H](CC1)N (trans-4-[(dimethylamino)methyl]cyclohexanamine). Product: Cl (HCl), BrC=1C=C2C(=C(C=NC2=CC1)C(CCC)=O)N[C@@H]1CC[C@H](CC1)CN(C)C (1-{6-Bromo-4-[trans-4-((dimethylamino)methyl)cyclohexylamino]quinolin-3-yl}butan-1-one). The yield is 33.0%. As a reaction SMILES: [Br:1][C:2]1[CH:3]=[C:4]2[C:9](=[CH:10][CH:11]=1)[N:8]=[CH:7][C:6]([C:12](=[O:16])[CH2:13][CH2:14][CH3:15])=[C:5]2[Cl:17].[CH3:18][N:19]([CH2:21][C@H:22]1[CH2:27][CH2:26][C@H:25]([NH2:28])[CH2:24][CH2:23]1)[CH3:20]>>[ClH:17].[Br:1][C:2]1[CH:3]=[C:4]2[C:9](=[CH:10][CH:11]=1)[N:8]=[CH:7][C:6]([C:12](=[O:16])[CH2:13][CH2:14][CH3:15])=[C:5]2[NH:28][C@H:25]1[CH2:26][CH2:27][C@H:22]([CH2:21][N:19]([CH3:20])[CH3:18])[CH2:23][CH2:24]1. Procedure: Following general procedure C, 1-(6-bromo-4-chloroquinolin-3-yl)butan-1-one (0.350 mg, 1.12 mmol) was reacted with trans-4-[(dimethylamino)methyl]cyclohexanamine.HCl (385 mg, 1.68 mmol) to afford the desired product (160 mg, 33%) as an off-white solid: ESI MS m/z 432 [C22H30BrN3O+H]+. Reactants: O=C(Cl)OCC1c2ccccc2-c2ccccc21, ClCCl, NCCCCn1cnc2c(N)nc3ccccc3c21. The product is Nc1nc2ccccc2c2c1ncn2CCCCNC(=O)OCC1c2ccccc2-c2ccccc21. Reaction SMILES: [Cl:20][C:21](=[O:22])[O:23][CH2:24][CH:25]1[c:26]2[cH:27][cH:28][cH:29][cH:30][c:31]2-[c:32]2[cH:33][cH:34][cH:35][cH:36][c:37]21.[Cl:38][CH2:39][Cl:40].[NH2:1][CH2:2][CH2:3][CH2:4][CH2:5][n:6]1[cH:7][n:8][c:9]2[c:10]([NH2:19])[n:11][c:12]3[cH:13][cH:14][cH:15][cH:16][c:17]3[c:18]12>>[NH:1]([CH2:2][CH2:3][CH2:4][CH2:5][n:6]1[cH:7][n:8][c:9]2[c:10]([NH2:19])[n:11][c:12]3[cH:13][cH:14][cH:15][cH:16][c:17]3[c:18]12)[C:21](=[O:22])[O:23][CH2:24][CH:25]1[c:26]2[cH:27][cH:28][cH:29][cH:30][c:31]2-[c:32]2[cH:33][cH:34][cH:35][cH:36][c:37]21. Starting materials: COC=1C=C2C=NC=NC2=CC1C (6-Methoxy-7-methyl-quinazoline), C[S-].[Na+] (sodium thiomethoxide). Run in CN(C=O)C (N,N-dimethylformamide). Run at temperature 140 celsius, time 1 hour. Product: OC=1C=C2C=NC=NC2=CC1C (6-hydroxy-7-methyl-quinazoline). The yield is 74.0%. RXN SMILES: C[O:2][C:3]1[CH:4]=[C:5]2[C:10](=[CH:11][C:12]=1[CH3:13])[N:9]=[CH:8][N:7]=[CH:6]2.C[S-].[Na+]>CN(C)C=O>[OH:2][C:3]1[CH:4]=[C:5]2[C:10](=[CH:11][C:12]=1[CH3:13])[N:9]=[CH:8][N:7]=[CH:6]2 |f:1.2|. Procedure details: 6-Methoxy-7-methyl-quinazoline (94 mg) was dissolved in N,N-dimethylformamide (5 ml) to prepare a solution, sodium thiomethoxide (376 mg) was added to the solution, and the mixture was stirred at 140° C. for one hr. The solvent was removed by distillation under the reduced pressure, and the residue was purified by thin layer chromatography using chloroform-methanol to give 6-hydroxy-7-methyl-quinazoline (64 mg, yield 73%).